describe an organic reaction: reactants, conditions, products, and yield From a dataset of the Open Reaction Database (ORD), a public repository of structured organic reaction records. The reactants are C(C1=CC=CC=C1)OCC=1NC=2C=CC=C(C2C1)C(=O)OC (methyl 2-benzyloxymethylindole-4-carboxylate), C(#N)[BH3-].[Na+] (sodium cyanoborohydride), C([O-])(O)=O.[Na+] (sodium bicarbonate). The solvent is CO (methanol), Cl (hydrochloric acid), O (water). The product is C(C1=CC=CC=C1)OCC1NC=2C=CC=C(C2C1)C(=O)OC (methyl 2-benzyloxymethylindoline-4-carboxylate). Yield: 84.0%. As a reaction SMILES: [CH2:1]([O:8][CH2:9][C:10]1[NH:11][C:12]2[CH:13]=[CH:14][CH:15]=[C:16]([C:19]([O:21][CH3:22])=[O:20])[C:17]=2[CH:18]=1)[C:2]1[CH:7]=[CH:6][CH:5]=[CH:4][CH:3]=1.C([BH3-])#N.[Na+].C(=O)(O)[O-].[Na+]>CO.Cl.O>[CH2:1]([O:8][CH2:9][CH:10]1[CH2:18][C:17]2[C:16]([C:19]([O:21][CH3:22])=[O:20])=[CH:15][CH:14]=[CH:13][C:12]=2[NH:11]1)[C:2]1[CH:3]=[CH:4][CH:5]=[CH:6][CH:7]=1 |f:1.2,3.4|. Reported procedure: To a solution of methyl 2-benzyloxymethylindole-4-carboxylate (650 mg) in methanol (27 ml) and concentrated hydrochloric acid (3.0 ml) was added sodium cyanoborohydride (968 mg) with ice-bath stirring and the mixture was stirred at ambient temperature for 2.5 hours. The resulting mixture was diluted with water (30 ml) and basified with saturated sodium bicarbonate aqueous solution. The mixture was extracted with ethyl acetate (40 ml) and the organic layer was washed successively with water and b...